This data is from the Open Reaction Database (ORD), a public repository of structured organic reaction records. The task is: describe an organic reaction: reactants, conditions, products, and yield As a reaction SMILES: [Br:1][C:2]1[CH:3]=[N:4][CH:5]=[C:6](Br)[C:7]=1/[CH:8]=[N:9]/[NH:10][CH2:11][CH2:12][OH:13].[H-].[Na+]>C1COCC1>[Br:1][C:2]1[CH:3]=[N:4][CH:5]=[C:6]2[N:10]([CH2:11][CH2:12][OH:13])[N:9]=[CH:8][C:7]=12 |f:1.2|. The product is BrC1=C2C(=CN=C1)N(N=C2)CCO (2-(4-Bromo-pyrazolo[3,4-c]pyridin-1-yl)-ethanol). Starting materials: BrC=1C=NC=C(C1\C=N\NCCO)Br (2-{N′-[1-(3,5-Dibromo-pyridin-4-yl)-meth-(E)-ylidene]-hydrazino}-ethanol), BrC=1C=NC=C(C1\C=N\NCCO)Br (2-{N′-[1-(3,5-Dibromo-pyridin-4-yl)-meth-(E)-ylidene]-hydrazino}-ethanol), [H-].[Na+] (sodium hydride). Procedure: In analogy to GP2, 520 mg of 2-{N′-[1-(3,5-Dibromo-pyridin-4-yl)-meth-(E)-ylidene]-hydrazino}-ethanol (Intermediate 1.2, 1.61 mmol, 1 eq) were dissolved in 14 mL dry THF, treated at rt with 155 mg 50-60% sodium hydride (3.54 mmol, 2.2 eq) and subsequently refluxed for 90 min. The reaction mixture was quenched with water, extracted with ethyl acetate, the combined organic layers dried and concentrated in vacuo to yield 424 mg of a crude product, which was optionally further purified by trituratio... Isolated yield 108.8%. Run in C1CCOC1 (THF). Reactants: Cl (hydrochloric acid), CC1=C(C=C(C=C1C)C)O (2,3,5-trimethylphenol), CC1=C(C=C(C=C1C)C)O (2,3,5-trimethylphenol), [Cl-].[Al+3].[Cl-].[Cl-] (aluminum chloride), ClC(=O)CCCCC(=O)OCC (ethyl 5-chloroformylpentanoate). The solvent is O (water), ClCC(Cl)(Cl)Cl (tetrachloroethane), ClCC(Cl)(Cl)Cl (tetrachloroethane). The product is OC1=C(C(=O)CCCCC(=O)OCC)C(=CC(=C1C)C)C (ethyl 5-(2'-hydroxyl-3',4',6'-trimethylbenzoyl)pentanoate). RXN SMILES: [CH3:1][C:2]1[C:7]([CH3:8])=[CH:6][C:5]([CH3:9])=[CH:4][C:3]=1[OH:10].[Cl-].[Al+3].[Cl-].[Cl-].Cl[C:16]([CH2:18][CH2:19][CH2:20][CH2:21][C:22]([O:24][CH2:25][CH3:26])=[O:23])=[O:17].Cl>ClCC(Cl)(Cl)Cl.O>[OH:10][C:3]1[C:2]([CH3:1])=[C:7]([CH3:8])[CH:6]=[C:5]([CH3:9])[C:4]=1[C:16]([CH2:18][CH2:19][CH2:20][CH2:21][C:22]([O:24][CH2:25][CH3:26])=[O:23])=[O:17] |f:1.2.3.4|. Procedure details: To a solution of 2,3,5-trimethylphenol(formula VII wherein R=H3C, X=H, Y=OH) (1.4 part) in tetrachloroethane (10 volume parts), there was added a solution of aluminum chloride dust (3.5 parts) and ethyl 5-chloroformylpentanoate (3 parts) in tetrachloroethane (5 volume parts) at 0° C. and in a current of nitrogen gas and the mixture was heated at 110°-120° C. for 17 hours. To the reaction mixture was added cold water (50 volume parts) and the dilution was acidified with dilute hydrochloric acid a... Reactants: O=C([O-])[O-], O=[N+]([O-])c1cccc(Cl)n1, [Cs+], [Cs+], CN(C)C=O, CCOC(=O)CC1OB(O)c2cc(O)cc(C)c21. The product is CCOC(=O)CC1OB(O)c2cc(Oc3cccc(Cl)n3)cc(C)c21. RXN SMILES: [C:29](=[O:30])([O-:31])[O-:32].[Cl:19][c:20]1[n:21][c:22]([N+:26]([O-:27])=[O:28])[cH:23][cH:24][cH:25]1.[Cs+:33].[Cs+:34].[O:35]=[CH:36][N:37]([CH3:38])[CH3:39].[OH:1][B:2]1[O:3][CH:4]([CH2:13][C:14](=[O:15])[O:16][CH2:17][CH3:18])[c:5]2[c:6]1[cH:7][c:8]([OH:12])[cH:9][c:10]2[CH3:11]>>[OH:1][B:2]1[O:3][CH:4]([CH2:13][C:14](=[O:15])[O:16][CH2:17][CH3:18])[c:5]2[c:6]1[cH:7][c:8]([O:12][c:22]1[n:21][c:20]([Cl:19])[cH:25][cH:24][cH:23]1)[cH:9][c:10]2[CH3:11]. Reaction conditions: temperature 0 celsius. Yields the product COC1=NC=CC2=C1C=C(N2)C (4-Methoxy-2-methyl-1H-pyrrolo[3,2-c]pyridine). Run in C1CCOC1 (THF). Procedure: To a solution of 1-benzyl-4-methoxy-2-methyl-1H-pyrrolo[3,2-c]pyridine (2) (0.887 g, 3.51 mmole) in anhydrous THF (10 mL) dimethyl sulfoxide (25 mL) was added slowly (via a syringe) and the mixture was cooled to 0° C. Potassium tert-butoxide (1M in THF, 25 mL, 25 mmole) was added slowly. Oxygen was bubbled through the mixture for 45 minutes. The reaction was quenched with saturated ammonium chloride solution, the mixture was extracted with ethyl acetate (3×50 mL). The organic layer was separated... Reaction SMILES: C([N:8]1[C:16]2[CH:15]=[CH:14][N:13]=[C:12]([O:17][CH3:18])[C:11]=2[CH:10]=[C:9]1[CH3:19])C1C=CC=CC=1.CC(C)([O-])C.[K+]>C1COCC1>[CH3:18][O:17][C:12]1[C:11]2[CH:10]=[C:9]([CH3:19])[NH:8][C:16]=2[CH:15]=[CH:14][N:13]=1 |f:1.2|. Starting materials: C(C1=CC=CC=C1)N1C(=CC=2C(=NC=CC21)OC)C (1-Benzyl-4-methoxy-2-methyl-1H-pyrrolo[3,2-c]pyridine), CC(C)([O-])C.[K+] (Potassium tert-butoxide).